This data is from the Open Reaction Database (ORD), a public repository of structured organic reaction records. The task is: describe an organic reaction: reactants, conditions, products, and yield RXN SMILES: [Br:21][CH2:22][CH2:23][CH2:24][n:25]1[cH:26][cH:27][cH:28][cH:29]1.[O:1]1[CH2:2][O:3][c:4]2[c:5]1[cH:6][cH:7][c:8]([S:10][c:11]1[nH:12][c:13]3[n:14][cH:15][n:16][c:17]([NH2:20])[c:18]3[n:19]1)[cH:9]2>>[O:1]1[CH2:2][O:3][c:4]2[c:5]1[cH:6][cH:7][c:8]([S:10][c:11]1[n:12]([CH2:22][CH2:23][CH2:24][n:25]3[cH:26][cH:27][cH:28][cH:29]3)[c:13]3[n:14][cH:15][n:16][c:17]([NH2:20])[c:18]3[n:19]1)[cH:9]2. Product: Nc1ncnc2c1nc(Sc1ccc3c(c1)OCO3)n2CCCn1cccc1. Reactants: BrCCCn1cccc1, Nc1ncnc2[nH]c(Sc3ccc4c(c3)OCO4)nc12. Starting materials: CC#N, O=C=Nc1ccc(Cl)cc1, CN1CCN(C2CCN(C(=O)C(N)C(C)(C)C)CC2)C(=O)C1. The product is CN1CCN(C2CCN(C(=O)C(NC(=O)Nc3ccc(Cl)cc3)C(C)(C)C)CC2)C(=O)C1. As a reaction SMILES: [CH3:33][C:34]#[N:35].[Cl:23][c:24]1[cH:25][cH:26][c:27]([N:30]=[C:31]=[O:32])[cH:28][cH:29]1.[NH2:1][CH:2]([C:3](=[O:4])[N:5]1[CH2:6][CH2:7][CH:8]([N:11]2[C:12](=[O:18])[CH2:13][N:14]([CH3:17])[CH2:15][CH2:16]2)[CH2:9][CH2:10]1)[C:19]([CH3:20])([CH3:21])[CH3:22]>>[NH:1]([CH:2]([C:3](=[O:4])[N:5]1[CH2:6][CH2:7][CH:8]([N:11]2[C:12](=[O:18])[CH2:13][N:14]([CH3:17])[CH2:15][CH2:16]2)[CH2:9][CH2:10]1)[C:19]([CH3:20])([CH3:21])[CH3:22])[C:31]([NH:30][c:27]1[cH:26][cH:25][c:24]([Cl:23])[cH:29][cH:28]1)=[O:32]. RXN SMILES: [CH2:1]([C@H:8]([CH2:20][C@@H:21]([CH2:25][C:26]1[CH:31]=[CH:30][CH:29]=[CH:28][CH:27]=1)[C:22]([OH:24])=[O:23])[C:9]([NH:11][C@H:12]([C:17]([OH:19])=[O:18])[CH2:13][CH:14]([CH3:16])[CH3:15])=[O:10])[C:2]1[CH:7]=[CH:6][CH:5]=[CH:4][CH:3]=1>C(O)C.O.[Rh]>[CH:2]1([CH2:1][C@@H:8]([CH2:20][C@H:21]([CH2:25][CH:26]2[CH2:27][CH2:28][CH2:29][CH2:30][CH2:31]2)[C:22]([OH:24])=[O:23])[C:9]([NH:11][C@H:12]([C:17]([OH:19])=[O:18])[CH2:13][CH:14]([CH3:16])[CH3:15])=[O:10])[CH2:3][CH2:4][CH2:5][CH2:6][CH2:7]1. The reactants are C(C1=CC=CC=C1)[C@@H](C(=O)N[C@@H](CC(C)C)C(=O)O)C[C@H](C(=O)O)CC1=CC=CC=C1 (N-[(S,S)-2,4-dibenzyl-4-carboxybutyryl]-(L)-leucine). The solvent is C(C)O (ethanol), O (water). Run at time 36 hour. Yields the product C1(CCCCC1)C[C@H](C(=O)N[C@@H](CC(C)C)C(=O)O)C[C@@H](C(=O)O)CC1CCCCC1 (N-[(S,S)-2,4-di-(cyclohexylmethyl)-4-carboxybutyryl]-(L)-leucine). Procedure details: A suspension of 0.5 g of N-[(S,S)-2,4-dibenzyl-4-carboxybutyryl]-(L)-leucine and 0.5 g of 5% Rh/C in 10 ml of ethanol and 10 ml of water is hydrogenated for 36 hours at 3 atmospheres pressure (50 psi). The mixture is filtered through celite and concentrated. The colorless oil is treated with 1.0N sodium hydroxide in methanol and concentrated to yield N-[(S,S)-2,4-di-(cyclohexylmethyl)-4-carboxybutyryl]-(L)-leucine. Reagents/catalysts: [Rh] (Rh/C). Reactants: ClC1=C2C3=C(C(NC2=NC=C1)=O)C=CC=C3 (1-Chloro-5H-benzo[c][1,8]naphthyridin-6-one), C(#C)C1=CC(=CC=C1)OC (1-Ethynyl-3-methoxy-benzene), CC(C)C1=CC(=C(C(=C1)C(C)C)C2=C(C=CC=C2)P(C3CCCCC3)C4CCCCC4)C(C)C (X-Phos), C(=O)([O-])[O-].[Cs+].[Cs+] (Cs2CO3). Reagents/catalysts: CC(=O)[O-].CC(=O)[O-].[Pd+2] (Pd(OAc)2). The solvent is O1CCOCC1 (dioxane), CCOC(=O)C.O (EtOAc H2O). Run at time 20 minute. Product: COC=1C=C(C=CC1)C#CC1=C2C3=C(C(NC2=NC=C1)=O)C=CC=C3 (1-(3-Methoxy-phenylethynyl)-5H-benzo[c][1,8]naphthyridin-6-one). Isolated yield 57.0%. Reaction SMILES: Cl[C:2]1[CH:11]=[CH:10][N:9]=[C:8]2[C:3]=1[C:4]1[CH:16]=[CH:15][CH:14]=[CH:13][C:5]=1[C:6](=[O:12])[NH:7]2.CC(C1C=C(C(C)C)C(C2C=CC=CC=2P(C2CCCCC2)C2CCCCC2)=C(C(C)C)C=1)C.C([O-])([O-])=O.[Cs+].[Cs+].[C:57]([C:59]1[CH:64]=[CH:63][CH:62]=[C:61]([O:65][CH3:66])[CH:60]=1)#[CH:58]>O1CCOCC1.CCOC(C)=O.O.CC([O-])=O.CC([O-])=O.[Pd+2]>[CH3:66][O:65][C:61]1[CH:60]=[C:59]([C:57]#[C:58][C:2]2[CH:11]=[CH:10][N:9]=[C:8]3[C:3]=2[C:4]2[CH:16]=[CH:15][CH:14]=[CH:13][C:5]=2[C:6](=[O:12])[NH:7]3)[CH:64]=[CH:63][CH:62]=1 |f:2.3.4,7.8,9.10.11|. Procedure: Compound 83 (100 mg, 0.43 mmol), Pd(OAc)2 (5 mg, 0.02 mmol), X-Phos (21 mg, 0.04 mmol), and Cs2CO3 (424 mg, 1.30 mmol) were suspended in dioxane (2 mL), and stirred for 20 minutes at room temperature. 1-Ethynyl-3-methoxy-benzene (86 mg, 0.65 mmol) was then added, and the resulting solution was stirred for 3 h at 100° C. The reaction mixture was diluted with EtOAc/H2O. The resulting precipitate was filtered, washed with EtOAc/H2O, and dried under vacuum to provide 160 (80 mg, 56% yield) as a ligh...